This data is from the Open Reaction Database (ORD), a public repository of structured organic reaction records. The task is: describe an organic reaction: reactants, conditions, products, and yield The reactants are ice, C(#N)C(C(=O)O)(CC)C1=CC=C(C=C1)C=C (2-cyano-2(p-vinylphenyl)-butanoic acid), acyl chloride, N1=CC=CC=C1 (pyridine), C(C)(C)(C)O (tert-butanol), C(C(=O)Cl)(=O)Cl (oxalyl chloride). Reagents/catalysts: CN(C)C=O (DMF). Run in C1=CC=CC=C1 (benzene), C(Cl)Cl (CH2Cl2), C(Cl)Cl (CH2Cl2). Run at time 4 hour. Yields the product C(#N)C(C(=O)OC(C)(C)C)(CC)C1=CC=C(C=C1)C=C (t-butyl 2-cyano-2-(p-vinylphenyl)-butyrate). Yield: 68.4%. RXN SMILES: [C:1]([C:3]([C:9]1[CH:14]=[CH:13][C:12]([CH:15]=[CH2:16])=[CH:11][CH:10]=1)([CH2:7][CH3:8])[C:4]([OH:6])=[O:5])#[N:2].C(Cl)(=O)C(Cl)=O.N1C=CC=CC=1.[C:29](O)([CH3:32])([CH3:31])[CH3:30]>C1C=CC=CC=1.CN(C=O)C.C(Cl)Cl>[C:1]([C:3]([C:9]1[CH:14]=[CH:13][C:12]([CH:15]=[CH2:16])=[CH:11][CH:10]=1)([CH2:7][CH3:8])[C:4]([O:6][C:29]([CH3:32])([CH3:31])[CH3:30])=[O:5])#[N:2]. Procedure details: To an ice-cooled solution of 2-cyano-2(p-vinylphenyl)-butanoic acid (3 g, 0.014 mol) in benzene (100 mL) was added oxalyl chloride (5.3 g, 0.042 mol). The solution was cooled in an ice-bath and five drops of DMF was added to catalyze the acyl chloride formation. After being stirred at room-temperature for 4 h, all the solvent and excess oxalyl chloride was removed under reduced pressure. The crude acyl chloride was then taken up with small amount of benzene, filtered, concentrated, re-dissolved ...